Dataset: the Open Reaction Database (ORD), a public repository of structured organic reaction records. Task: describe an organic reaction: reactants, conditions, products, and yield Starting materials: [N+](=O)([O-])C=1C=C(C=CC1)C=C1N2CCC(C1=O)CC2 (2-[(3-nitrophenyl)methylene]-1-azabicyclo[2.2.2]octan-3-one), [BH4-].[Na+] (sodium borohydride). Run in CO (methanol). The product is alcohol, [N+](=O)([O-])C=1C=C(C=CC1)C=C1N2CCC(C1O)CC2 (2-[(3-nitrophenyl)methylene]-1-azabicyclo[2.2.2]octan-3-ol). As a reaction SMILES: [N+:1]([C:4]1[CH:5]=[C:6]([CH:10]=[C:11]2[C:16](=[O:17])[CH:15]3[CH2:18][CH2:19][N:12]2[CH2:13][CH2:14]3)[CH:7]=[CH:8][CH:9]=1)([O-:3])=[O:2].[BH4-].[Na+]>CO>[N+:1]([C:4]1[CH:5]=[C:6]([CH:10]=[C:11]2[CH:16]([OH:17])[CH:15]3[CH2:18][CH2:19][N:12]2[CH2:13][CH2:14]3)[CH:7]=[CH:8][CH:9]=1)([O-:3])=[O:2] |f:1.2|. Procedure details: The manner in which 2-[(3-aminophenyl)methyl]-1-azabicyclo[2.2.2]octane is synthesized can vary. For example, in one method, 3-nitrobenzaldehyde can be condensed with 3-quinuclidinone in an aldol reaction using potassium hydroxide and ethanol to yield 2-[(3-nitrophenyl)methylene]-1-azabicyclo[2.2.2]octan-3-one. The latter compound can be converted to the corresponding dithioketal by treatment with 1,2-ethanedithiol and boron triflouride etherate. Reduction and desulfurization can be effected by ... Reactants: C1(CC1)C=1C=CC(=NC1OCC1=NC=CC=C1)C(=O)O (5-cyclopropyl-6-(pyridin-2-ylmethoxy)-pyridine-2-carboxylic acid), N[C@H](C(=O)NC)C(C)(C)C ((2S)-2-amino-N,3,3-trimethyl-butanamide). Yields the product C1(CC1)C=1C=CC(=NC1OCC1=NC=CC=C1)C(=O)N[C@H](C(=O)NC)C(C)(C)C ((S)-5-Cyclopropyl-N-(3,3-dimethyl-1-(methylamino)-1-oxobutan-2-yl)-6-(pyridin-2-ylmethoxy)picolinamide). Reaction SMILES: [CH:1]1([C:4]2[CH:5]=[CH:6][C:7]([C:18]([OH:20])=O)=[N:8][C:9]=2[O:10][CH2:11][C:12]2[CH:17]=[CH:16][CH:15]=[CH:14][N:13]=2)[CH2:3][CH2:2]1.[NH2:21][C@@H:22]([C:27]([CH3:30])([CH3:29])[CH3:28])[C:23]([NH:25][CH3:26])=[O:24]>>[CH:1]1([C:4]2[CH:5]=[CH:6][C:7]([C:18]([NH:21][C@@H:22]([C:27]([CH3:30])([CH3:29])[CH3:28])[C:23]([NH:25][CH3:26])=[O:24])=[O:20])=[N:8][C:9]=2[O:10][CH2:11][C:12]2[CH:17]=[CH:16][CH:15]=[CH:14][N:13]=2)[CH2:2][CH2:3]1. Procedure details: The title compound was synthesized in analogy to Example 1, using 5-cyclopropyl-6-(pyridin-2-ylmethoxy)-pyridine-2-carboxylic acid (Example 189 b) and (2S)-2-amino-N,3,3-trimethyl-butanamide (CAN 89226-12-0) as starting materials, MS (EI): m/e=397.2 [M+H]+. Starting materials: CN1CCNCC1 (N-methylpiperazine), FC1=CC=C(C=C1)C(C)=O (p-fluoroacetophenone). Solvent: CS(=O)C (dimethyl-sulfoxide). Product: CN1CCN(CC1)C1=CC=C(C=C1)C(C)=O (p-(4-Methyl-1-piperazinyl)acetophenone). Reaction SMILES: [CH3:1][N:2]1[CH2:7][CH2:6][NH:5][CH2:4][CH2:3]1.F[C:9]1[CH:14]=[CH:13][C:12]([C:15](=[O:17])[CH3:16])=[CH:11][CH:10]=1>CS(C)=O>[CH3:1][N:2]1[CH2:7][CH2:6][N:5]([C:9]2[CH:14]=[CH:13][C:12]([C:15](=[O:17])[CH3:16])=[CH:11][CH:10]=2)[CH2:4][CH2:3]1. Procedure details: A solution of 1120 g. of N-methylpiperazine and 755 g. of p-fluoroacetophenone in 1920 ml. of dimethyl-sulfoxide is heated at 95° for 16 hours, then evaporated at reduced pressure. The residue is poured into 8 liters of water and the solution is basified with 440 g. of 50% aqueous sodium hydroxide and cooled. The precipitate of p-(4-methyl-1-piperazinyl)acetophenone is collected by filtration, washed with water and dried; m.p. 97°-99°. The reactants are C1=C(C=CC2=CC=CC=C12)C=O (2-naphthaldehyde), C(C)(=O)C1=CC=CC=C1 (acetophenone). Yields the product C1=C(C=CC2=CC=CC=C12)C=CC(=O)C1=CC=CC=C1 (3-(2-naphthalenyl)-1-phenylprop-2-en-1-one). RXN SMILES: [CH:1]1[C:10]2[C:5](=[CH:6][CH:7]=[CH:8][CH:9]=2)[CH:4]=[CH:3][C:2]=1[CH:11]=O.[C:13]([C:16]1[CH:21]=[CH:20][CH:19]=[CH:18][CH:17]=1)(=[O:15])[CH3:14]>>[CH:1]1[C:10]2[C:5](=[CH:6][CH:7]=[CH:8][CH:9]=2)[CH:4]=[CH:3][C:2]=1[CH:11]=[CH:14][C:13]([C:16]1[CH:21]=[CH:20][CH:19]=[CH:18][CH:17]=1)=[O:15]. Procedure: By a procedure similar to that of example 1.59.1, starting from 2-naphthaldehyde and acetophenone, 3-(2-naphthalenyl)-1-phenylprop-2-en-1-one was obtained as yellowish solid. Starting materials: C(C)(C)(C)[Si](C)(C)Cl (Tert-butyl-chloro-dimethyl-silane), OCC(OC1=C(C=O)C=CC=C1)C (2-(2-hydroxy-1-methyl-ethoxy)-benzaldehyde), CCN(C(C)C)C(C)C (DIEA), N1C=NC=C1 (1H-imidazole). The solvent is O1CCOCC1 (1,4-dioxane). Conditions: time 10 minute. Yields the product C(C)(C)(C)[Si](OCC(OC1=C(C=O)C=CC=C1)C)(C)C (2-[2-(tert-butyl-dimethyl-silanyloxy)-1-methyl-ethoxy]-benzaldehyde). Isolated yield 59.9%. RXN SMILES: [C:1]([Si:5](Cl)([CH3:7])[CH3:6])([CH3:4])([CH3:3])[CH3:2].[OH:9][CH2:10][CH:11]([CH3:21])[O:12][C:13]1[CH:20]=[CH:19][CH:18]=[CH:17][C:14]=1[CH:15]=[O:16].CCN(C(C)C)C(C)C.N1C=CN=C1>O1CCOCC1>[C:1]([Si:5]([CH3:7])([CH3:6])[O:9][CH2:10][CH:11]([CH3:21])[O:12][C:13]1[CH:20]=[CH:19][CH:18]=[CH:17][C:14]=1[CH:15]=[O:16])([CH3:4])([CH3:3])[CH3:2]. Procedure: Tert-butyl-chloro-dimethyl-silane (649 mg; 4.3 mmol; 1.1 eq.) was added to a solution of 2-(2-hydroxy-1-methyl-ethoxy)-benzaldehyde (705 mg; 3.91 mmol; 1 eq.), DIEA (867 μL; 4.69 mmol; 1.2 eq.) and 1H-imidazole (27 mg; 0.39 mmol; 0.1 eq.) in 1,4-dioxane (20 mL) and the resulting mixture was stirred at room temperature for 10 minutes. After dilution with EA, the solution was washed with sat. aq. NH4Cl (3×), dried over magnesium sulfate and concentrated in vacuo. Purification by column chromatogra... Procedure details: Ten grams of methyl 4-[2-(4-chlorobenzamido)ethoxy]benzoate was dissolved in 100 ml of hot ethanol. A solution of 2.4 g of sodium hydroxide in 20 ml of water was added to the above ethanolic solution and the mixture was heated to reflux for 2 hours. The reaction solution was concentrated in vacuo, 100 ml of water was added to the residue, the mixture was neutralized with 10% hydrochloric acid, crystals separated out were collected by filtration, washed with water, dried and recrystallised from e... Solvent: C(C)O (ethanol), O (water). Yield: 87.7%. Starting materials: ClC1=CC=C(C(=O)NCCOC2=CC=C(C(=O)OC)C=C2)C=C1 (methyl 4-[2-(4-chlorobenzamido)ethoxy]benzoate), [OH-].[Na+] (sodium hydroxide). Yields the product ClC1=CC=C(C(=O)NCCOC2=CC=C(C(=O)O)C=C2)C=C1 (4-[2-(4-Chlorobenzamido)ethoxy]benzoic acid). RXN SMILES: [Cl:1][C:2]1[CH:23]=[CH:22][C:5]([C:6]([NH:8][CH2:9][CH2:10][O:11][C:12]2[CH:21]=[CH:20][C:15]([C:16]([O:18]C)=[O:17])=[CH:14][CH:13]=2)=[O:7])=[CH:4][CH:3]=1.[OH-].[Na+]>C(O)C.O>[Cl:1][C:2]1[CH:23]=[CH:22][C:5]([C:6]([NH:8][CH2:9][CH2:10][O:11][C:12]2[CH:13]=[CH:14][C:15]([C:16]([OH:18])=[O:17])=[CH:20][CH:21]=2)=[O:7])=[CH:4][CH:3]=1 |f:1.2|.